Task: describe an organic reaction: reactants, conditions, products, and yield. Dataset: the Open Reaction Database (ORD), a public repository of structured organic reaction records Reactants: CCOC(=O)CCCN1C(=O)c2cc3sc(-c4ccc([N+](=O)[O-])cc4)cc3n2C1=S, CCCCCC, CCOC(C)=O, O=C(O)C(F)(F)F, O. Yields the product O=C(O)CCCN1C(=O)c2cc3sc(-c4ccc([N+](=O)[O-])cc4)cc3n2C1=S. Reaction SMILES: [CH2:1]([CH3:2])[O:3][C:4]([CH2:5][CH2:6][CH2:7][N:8]1[C:9](=[O:29])[c:10]2[n:11]([c:12]3[cH:13][c:14](-[c:18]4[cH:19][cH:20][c:21]([N+:24](=[O:25])[O-:26])[cH:22][cH:23]4)[s:15][c:16]3[cH:17]2)[C:27]1=[S:28])=[O:30].[CH3:31][CH2:32][CH2:33][CH2:34][CH2:35][CH3:36].[CH3:45][CH2:46][O:47][C:48](=[O:49])[CH3:50].[F:37][C:38]([F:39])([F:40])[C:41]([OH:42])=[O:43].[OH2:44]>>[O:3]=[C:4]([CH2:5][CH2:6][CH2:7][N:8]1[C:9](=[O:29])[c:10]2[n:11]([c:12]3[cH:13][c:14](-[c:18]4[cH:19][cH:20][c:21]([N+:24](=[O:25])[O-:26])[cH:22][cH:23]4)[s:15][c:16]3[cH:17]2)[C:27]1=[S:28])[OH:30]. Starting materials: BrC1=CC(=C(C=C1)C(=O)N1CCN(CC1)C1=NC=C(C=C1C)C)F ((4-bromo-2-fluorophenyl) [4-(3,5-dimethylpyridin-2-yl)piperazin-1-yl]methanone), S1(NCCCC1)(=O)=O ([1,2]thiazinane 1,1-dioxide). The product is CC=1C(=NC=C(C1)C)N1CCN(CC1)C(=O)C1=C(C=C(C=C1)N1S(CCCC1)(=O)=O)F ([4-(3,5-dimethylpyridin-2-yl)piperazin-1-yl][4-(1,1-dioxo-1λ6-[1,2]thiazinan-2-yl)-2-fluorophenyl]methanone). The yield is 48.9%. Reaction SMILES: Br[C:2]1[CH:7]=[CH:6][C:5]([C:8]([N:10]2[CH2:15][CH2:14][N:13]([C:16]3[C:21]([CH3:22])=[CH:20][C:19]([CH3:23])=[CH:18][N:17]=3)[CH2:12][CH2:11]2)=[O:9])=[C:4]([F:24])[CH:3]=1.[S:25]1(=[O:32])(=[O:31])[CH2:30][CH2:29][CH2:28][CH2:27][NH:26]1>>[CH3:22][C:21]1[C:16]([N:13]2[CH2:14][CH2:15][N:10]([C:8]([C:5]3[CH:6]=[CH:7][C:2]([N:26]4[CH2:27][CH2:28][CH2:29][CH2:30][S:25]4(=[O:32])=[O:31])=[CH:3][C:4]=3[F:24])=[O:9])[CH2:11][CH2:12]2)=[N:17][CH:18]=[C:19]([CH3:23])[CH:20]=1. Procedure: Using (4-bromo-2-fluorophenyl) [4-(3,5-dimethylpyridin-2-yl)piperazin-1-yl]methanone (196 mg) described in Preparation Example 114 and [1,2]thiazinane 1,1-dioxide (68 mg) and by the reaction and treatment in the same manner as in Example 1, the title compound (109 mg) was obtained.